This data is from the Open Reaction Database (ORD), a public repository of structured organic reaction records. The task is: describe an organic reaction: reactants, conditions, products, and yield Starting materials: COC1=C(C=CC=C1)C1=CN(C2=NC=C(C=C21)C2=NN(C=C2)S(=O)(=O)C2=CC=C(C=C2)C)S(=O)(=O)C2=CC=C(C=C2)C (3-(2-methoxy-phenyl)-1-(toluene-4-sulfonyl)-5-[1-(toluene-4-sulfonyl)-1H-pyrazol-3-yl]-1H-pyrrolo[2,3-b]pyridine), C(CCC)[Li] (n-butyl lithium), C(=O)=O (carbon dioxide). Solvent: O1CCCC1 (tetrahydrofuran). Reaction conditions: time 2 hour. Yields the product COC1=C(C=CC=C1)C1=CN(C2=NC=C(C=C21)C=2C=C(N(N2)S(=O)(=O)C2=CC=C(C=C2)C)C(=O)O)S(=O)(=O)C2=CC=C(C=C2)C (5-[3-(2-methoxy-phenyl)-1-(toluene-4-sulfonyl)-1H-pyrrolo[2,3-b]pyridin-5-yl]-2-(toluene-4-sulfonyl)-2H-pyrazole-3-carboxylic acid). The yield is 23.0%. Reaction SMILES: [CH3:1][O:2][C:3]1[CH:8]=[CH:7][CH:6]=[CH:5][C:4]=1[C:9]1[C:17]2[C:12](=[N:13][CH:14]=[C:15]([C:18]3[CH:22]=[CH:21][N:20]([S:23]([C:26]4[CH:31]=[CH:30][C:29]([CH3:32])=[CH:28][CH:27]=4)(=[O:25])=[O:24])[N:19]=3)[CH:16]=2)[N:11]([S:33]([C:36]2[CH:41]=[CH:40][C:39]([CH3:42])=[CH:38][CH:37]=2)(=[O:35])=[O:34])[CH:10]=1.C([Li])CCC.[C:48](=[O:50])=[O:49]>O1CCCC1>[CH3:1][O:2][C:3]1[CH:8]=[CH:7][CH:6]=[CH:5][C:4]=1[C:9]1[C:17]2[C:12](=[N:13][CH:14]=[C:15]([C:18]3[CH:22]=[C:21]([C:48]([OH:50])=[O:49])[N:20]([S:23]([C:26]4[CH:31]=[CH:30][C:29]([CH3:32])=[CH:28][CH:27]=4)(=[O:24])=[O:25])[N:19]=3)[CH:16]=2)[N:11]([S:33]([C:36]2[CH:37]=[CH:38][C:39]([CH3:42])=[CH:40][CH:41]=2)(=[O:35])=[O:34])[CH:10]=1. Procedure: To a cooled solution (−78° C.) of 3-(2-methoxy-phenyl)-1-(toluene-4-sulfonyl)-5-[1-(toluene-4-sulfonyl)-1H-pyrazol-3-yl]-1H-pyrrolo[2,3-b]pyridine (458 mg, 0.765 mmol) in dry tetrahydrofuran (7 mL) was added 2.5 M n-butyl lithium (n-BuLi) (336 μL. 0.842 mmol) over 15 min. After 2 h at −78° C., a stream of carbon dioxide gas was added to the mixture for 5 min. The reaction was allowed to warm to room temperature. After stirring 3 h, the reaction was quenched by the addition of saturated ammonium ...